The task is: describe an organic reaction: reactants, conditions, products, and yield. This data is from the Open Reaction Database (ORD), a public repository of structured organic reaction records. The product is Nc1nc2ccc(OS(=O)(=O)c3ccc(F)cc3)cc2s1. The reactants are CC(C)(C)OC(=O)Nc1nc2ccc(OS(=O)(=O)c3ccc(F)cc3)cc2s1, ClCCl, O, O=C(O)C(F)(F)F. RXN SMILES: [C:1]([O:2][C:3](=[O:4])[NH:8][c:9]1[s:10][c:11]2[c:12]([n:13]1)[cH:14][cH:15][c:16]([O:18][S:19](=[O:20])(=[O:21])[c:22]1[cH:23][cH:24][c:25]([F:28])[cH:26][cH:27]1)[cH:17]2)([CH3:5])([CH3:6])[CH3:7].[Cl:37][CH2:38][Cl:39].[OH2:36].[OH:29][C:30]([C:31]([F:32])([F:33])[F:34])=[O:35]>>[NH2:8][c:9]1[s:10][c:11]2[c:12]([n:13]1)[cH:14][cH:15][c:16]([O:18][S:19](=[O:20])(=[O:21])[c:22]1[cH:23][cH:24][c:25]([F:28])[cH:26][cH:27]1)[cH:17]2. Reactants: COC(=O)COc1ccc(N=C=O)cc1, O, OCCO. The product is COC(=O)COc1ccc(NC(=O)OCCO)cc1. Reaction SMILES: [CH3:1][O:2][C:3]([CH2:4][O:5][c:6]1[cH:7][cH:8][c:9]([N:12]=[C:13]=[O:14])[cH:10][cH:11]1)=[O:15].[OH2:20].[OH:16][CH2:17][CH2:18][OH:19]>>[CH3:1][O:2][C:3]([CH2:4][O:5][c:6]1[cH:7][cH:8][c:9]([NH:12][C:13](=[O:14])[O:16][CH2:17][CH2:18][OH:19])[cH:10][cH:11]1)=[O:15]. Procedure: To a solution of (6-chloro-2-pyridyl)-(3-fluoropyrazin-2-yl)methanone (1.12 g, 4.713 mmol) in THF (10 mL) was added hydrazine (1M in THF) (9.897 mL of 1 M, 9.897 mmol). Mixture turned orange and an exothermic reaction occurred, cream precipitate rapidly formed and mixture became difficult to stir. Stirred for 45 mins. Added sat. NaHCO3 solution and collected solid by filtration, washing solid with water then petrol. Solid then dried in vacuum oven overnight at 80° C. to leave title compound as a... RXN SMILES: [Cl:1][C:2]1[N:7]=[C:6]([C:8]([C:10]2[C:15](F)=[N:14][CH:13]=[CH:12][N:11]=2)=O)[CH:5]=[CH:4][CH:3]=1.[NH2:17][NH2:18]>C1COCC1>[Cl:1][C:2]1[N:7]=[C:6]([C:8]2[C:10]3[C:15](=[N:14][CH:13]=[CH:12][N:11]=3)[NH:18][N:17]=2)[CH:5]=[CH:4][CH:3]=1. The solvent is C1CCOC1 (THF). Starting materials: ClC1=CC=CC(=N1)C(=O)C1=NC=CN=C1F ((6-chloro-2-pyridyl)-(3-fluoropyrazin-2-yl)methanone), NN (hydrazine). Yield: 63.5%. Product: ClC1=CC=CC(=N1)C1=NNC2=NC=CN=C21 (3-(6-chloropyridin-2-yl)-1H-pyrazolo[3,4-b]pyrazine). The reactants are FC1(OC2=C(O1)C=CC(=C2)C2(CC2)C(=O)NC2=CC=C(C(=N2)C2=CC=C(C(=O)OC(C)(C)C)C=C2)CC)F (tert-butyl 4-(6-(1-(2,2-difluorobenzo[d][1,3]dioxol-5-yl)cyclopropane-carboxamido)-3-ethylpyridin-2-yl)benzoate), FC(C(=O)O)(F)F (trifluoroacetic acid). Solvent: ClCCl (dichloromethane). Run at time 3 hour. Product: FC1(OC2=C(O1)C=CC(=C2)C2(CC2)C(=O)NC2=CC=C(C(=N2)C2=CC=C(C(=O)O)C=C2)CC)F (4-(6-(1-(2,2-difluorobenzo[d][1,3]dioxol-5-yl)cyclopropane-carboxamido)-3-ethylpyridin-2-yl)benzoic acid). RXN SMILES: [F:1][C:2]1([F:38])[O:6][C:5]2[CH:7]=[CH:8][C:9]([C:11]3([C:14]([NH:16][C:17]4[N:22]=[C:21]([C:23]5[CH:35]=[CH:34][C:26]([C:27]([O:29]C(C)(C)C)=[O:28])=[CH:25][CH:24]=5)[C:20]([CH2:36][CH3:37])=[CH:19][CH:18]=4)=[O:15])[CH2:13][CH2:12]3)=[CH:10][C:4]=2[O:3]1.FC(F)(F)C(O)=O>ClCCl>[F:38][C:2]1([F:1])[O:6][C:5]2[CH:7]=[CH:8][C:9]([C:11]3([C:14]([NH:16][C:17]4[N:22]=[C:21]([C:23]5[CH:35]=[CH:34][C:26]([C:27]([OH:29])=[O:28])=[CH:25][CH:24]=5)[C:20]([CH2:36][CH3:37])=[CH:19][CH:18]=4)=[O:15])[CH2:13][CH2:12]3)=[CH:10][C:4]=2[O:3]1. Procedure details: Crude tert-butyl 4-(6-(1-(2,2-difluorobenzo[d][1,3]dioxol-5-yl)cyclopropane-carboxamido)-3-ethylpyridin-2-yl)benzoate (from step a) was taken up in 1 mL of dichloromethane and 1 mL of trifluoroacetic acid (TFA) and allowed to stir for 3 hours. The crude product was then evaporated to dryness, re-dissolved in 1 mL of N,N-dimethylformamide and purified by reverse-phase preparative liquid chromatography utilizing a gradient of 0-99% acetonitrile in water containing 0.05% TFA to yield 4-(6-(1-(2,2-d... Starting materials: NC1=NC=CC2=CC=C(C=C12)OS(=O)(=O)C(F)(F)F (trifluoromethanesulfonic acid 1-amino-isoquinolin-7-yl ester), C1(=CC=CC=C1)P(C1=CC=CC=C1)C1=CC=CC=C1 (triphenylphosphine), CN1C(CCC1)=O (N-methyl-pyrrolidone). Reagents/catalysts: C(C)(=O)[O-].[Pd+2].C(C)(=O)[O-] (Palladium acetate), [C-]#N.[Zn+2].[C-]#N (zinc cyanide). Reaction conditions: time 2 hour. Product: NC1=NC=CC2=CC=C(C=C12)C#N (1-Amino-isoquinoline-7-carbonitrile). The yield is 94.0%. As a reaction SMILES: [NH2:1][C:2]1[C:11]2[C:6](=[CH:7][CH:8]=[C:9](OS(C(F)(F)F)(=O)=O)[CH:10]=2)[CH:5]=[CH:4][N:3]=1.C1(P(C2C=CC=CC=2)C2C=CC=CC=2)C=CC=CC=1.[CH3:39][N:40]1CCCC1=O>C([O-])(=O)C.[Pd+2].C([O-])(=O)C.[C-]#N.[Zn+2].[C-]#N>[NH2:1][C:2]1[C:11]2[C:6](=[CH:7][CH:8]=[C:9]([C:39]#[N:40])[CH:10]=2)[CH:5]=[CH:4][N:3]=1 |f:3.4.5,6.7.8|. Procedure details: Palladium acetate (0.9 g) was added to a heated mixture of trifluoromethanesulfonic acid 1-amino-isoquinolin-7-yl ester (5.8 g), zinc cyanide (2.3 g) and triphenylphosphine (1.0 g) in 75 mL of N-methyl-pyrrolidone at 190° C. (exothermic!). Stirring was continued at 190° C. for 2 h. Precipitated material was removed by filtration and discarded. Ethyl acetate was added and the organic mixture washed with 2N aqueous ammonia, water and brine and dried (Na2SO4). Filtration and concentration afforded ... Starting materials: CC1(C)Nc2ccccc2NC1=O, CC(C)[O-], CC(C)O, CC1(C)C(=O)Nc2ccccc2N1C(=O)Cl, CC1(C)Nc2cc(F)ccc2NC1=O, [Li+]. Reaction SMILES: [CH3:17][C:18]1([CH3:19])[NH:20][c:21]2[c:22]([cH:23][cH:24][cH:25][cH:26]2)[NH:27][C:28]1=[O:29].[CH3:44][CH:45]([O-:46])[CH3:47].[CH3:49][CH:50]([OH:51])[CH3:52].[Cl:1][C:2](=[O:3])[N:4]1[C:5]([CH3:15])([CH3:16])[C:6](=[O:14])[NH:7][c:8]2[cH:9][cH:10][cH:11][cH:12][c:13]21.[F:30][c:31]1[cH:32][c:33]2[c:34]([cH:35][cH:36]1)[NH:37][C:38](=[O:39])[C:40]([CH3:41])([CH3:42])[NH:43]2.[Li+:48]>>[C:2](=[O:3])([N:4]1[C:5]([CH3:15])([CH3:16])[C:6](=[O:14])[NH:7][c:8]2[cH:9][cH:10][cH:11][cH:12][c:13]21)[O:46][CH:45]([CH3:44])[CH3:47]. The product is CC(C)OC(=O)N1c2ccccc2NC(=O)C1(C)C. Starting materials: COC([C@@H](NC([C@@H](NC[C@H](C(C)C)NC(=O)OC(C)(C)C)CC1=CC=CC=C1)=O)CCSC)=O (N-(3-methyl-2(S)-(t-butoxycarbonylamino)but-1-yl)phenylalanylmethionine-methyl ester), Cl (HCl). Solvent: C(C)(=O)OCC (ethyl acetate). Run at time 1 hour. Product: Cl.COC([C@@H](NC([C@@H](NC[C@H](C(C)C)N)CC1=CC=CC=C1)=O)CCSC)=O (N-(3-methyl-2(S)-aminobut-1-yl)phenylalanyl-methionine methyl ester hydrochloride). As a reaction SMILES: [CH3:1][O:2][C:3](=[O:34])[C@H:4]([CH2:30][CH2:31][S:32][CH3:33])[NH:5][C:6](=[O:29])[C@H:7]([CH2:22][C:23]1[CH:28]=[CH:27][CH:26]=[CH:25][CH:24]=1)[NH:8][CH2:9][C@@H:10]([NH:14]C(OC(C)(C)C)=O)[CH:11]([CH3:13])[CH3:12].[ClH:35]>C(OCC)(=O)C>[ClH:35].[CH3:1][O:2][C:3](=[O:34])[C@H:4]([CH2:30][CH2:31][S:32][CH3:33])[NH:5][C:6](=[O:29])[C@H:7]([CH2:22][C:23]1[CH:24]=[CH:25][CH:26]=[CH:27][CH:28]=1)[NH:8][CH2:9][C@@H:10]([NH2:14])[CH:11]([CH3:12])[CH3:13] |f:3.4|. Reported procedure: The product of Step C (0.74 g, 0.0015 mole) in ethyl acetate (25 ml) was treated with HCl gas at -25° C. for 30 min. The solution was stirred at room temperature for 1 hour and concentrated in vacuo to provide the title compound as a white solid (~0.79 g).